From a dataset of the Open Reaction Database (ORD), a public repository of structured organic reaction records. describe an organic reaction: reactants, conditions, products, and yield The reactants are NC1=NC=C(C(=N1)C(F)(F)F)C1=NC(=NC(=C1)N1C(O[C@@H]([C@@H]1C)CCO[Si](C1=CC=CC=C1)(C1=CC=CC=C1)C(C)(C)C)=O)N1CCOCC1 ((4S,5R)-3-(2′-amino-2-morpholino-4′-(trifluoromethyl)-[4,5′-bipyrimidin]-6-yl)-5-(2-((tert-butyldiphenylsilyl)oxy)ethyl)-4-methyloxazolidin-2-one), CCCC[N+](CCCC)(CCCC)CCCC.[F-] (TBAF). The solvent is C1CCOC1 (THF), C1CCOC1 (THF). Conditions: temperature 0 celsius, time 1 hour. Product: NC1=NC=C(C(=N1)C(F)(F)F)C1=NC(=NC(=C1)N1C(O[C@@H]([C@@H]1C)CCO)=O)N1CCOCC1 ((4S,5R)-3-(2′-Amino-2-morpholino-4′-(trifluoromethyl)-[4,5′-bipyrimidin]-6-yl)-5-(2-hydroxyethyl)-4-methyloxazolidin-2-one). Isolated yield 83.1%. RXN SMILES: [NH2:1][C:2]1[N:7]=[C:6]([C:8]([F:11])([F:10])[F:9])[C:5]([C:12]2[CH:17]=[C:16]([N:18]3[C@@H:22]([CH3:23])[C@@H:21]([CH2:24][CH2:25][O:26][Si](C(C)(C)C)(C4C=CC=CC=4)C4C=CC=CC=4)[O:20][C:19]3=[O:44])[N:15]=[C:14]([N:45]3[CH2:50][CH2:49][O:48][CH2:47][CH2:46]3)[N:13]=2)=[CH:4][N:3]=1.CCCC[N+](CCCC)(CCCC)CCCC.[F-]>C1COCC1>[NH2:1][C:2]1[N:7]=[C:6]([C:8]([F:11])([F:10])[F:9])[C:5]([C:12]2[CH:17]=[C:16]([N:18]3[C@@H:22]([CH3:23])[C@@H:21]([CH2:24][CH2:25][OH:26])[O:20][C:19]3=[O:44])[N:15]=[C:14]([N:45]3[CH2:46][CH2:47][O:48][CH2:49][CH2:50]3)[N:13]=2)=[CH:4][N:3]=1 |f:1.2|. Reported procedure: To a solution of (4S,5R)-3-(2′-amino-2-morpholino-4′-(trifluoromethyl)-[4,5′-bipyrimidin]-6-yl)-5-(2-((tert-butyldiphenylsilyl)oxy)ethyl)-4-methyloxazolidin-2-one (2.1 g, 3 mmol) in THF (20 mL), was added dropwise 1M TBAF in THF (3 mL, 3 mmol) at 0° C. The reaction mixture was stirred for 1 h at 0° C. before evaporation. The residue was purified by flash chromatography (hexane/EtOAc/MeOH 90:10:1→0:100:10). The purified product was re-crystallized from MeOH to afford the title compound as a white...